Task: describe an organic reaction: reactants, conditions, products, and yield. Dataset: the Open Reaction Database (ORD), a public repository of structured organic reaction records The reactants are NC(=O)CBr, O=C1NC(=O)c2cc(OCc3ccc(F)cc3)ccc21, [H-], [Na+], C1CCOC1, O. The product is NC(=O)CN1C(=O)c2ccc(OCc3ccc(F)cc3)cc2C1=O. Reaction SMILES: [Br:23][CH2:24][C:25](=[O:26])[NH2:27].[F:1][c:2]1[cH:3][cH:4][c:5]([CH2:6][O:7][c:8]2[cH:9][c:10]3[c:14]([cH:15][cH:16]2)[C:13](=[O:17])[NH:12][C:11]3=[O:18])[cH:19][cH:20]1.[H-:21].[Na+:22].[O:29]1[CH2:30][CH2:31][CH2:32][CH2:33]1.[OH2:28]>>[F:1][c:2]1[cH:3][cH:4][c:5]([CH2:6][O:7][c:8]2[cH:9][c:10]3[c:14]([cH:15][cH:16]2)[C:13](=[O:17])[N:12]([CH2:24][C:25](=[O:26])[NH2:27])[C:11]3=[O:18])[cH:19][cH:20]1. Starting materials: C(C)(C)C=1NC2=CC(=CC=C2C1C=O)OC (2-isopropyl-6-methoxy-1H-indole-3-carbaldehyde), C(C)(C)C=1NC2=CC(=CC=C2C1C=O)OC (2-isopropyl-6-methoxy-1H-indole-3-carbaldehyde), ClCC=1OC=CN1 (2-(chloromethyl)oxazole). Product: C(C)(C)C=1N(C2=CC(=CC=C2C1C=O)OC)CC=1OC=CN1 (2-Isopropyl-6-methoxy-1-(oxazol-2-ylmethyl)-1H-indole-3-carbaldehyde). Reaction SMILES: [CH:1]([C:4]1[NH:5][C:6]2[C:11]([C:12]=1[CH:13]=[O:14])=[CH:10][CH:9]=[C:8]([O:15][CH3:16])[CH:7]=2)([CH3:3])[CH3:2].Cl[CH2:18][C:19]1[O:20][CH:21]=[CH:22][N:23]=1>>[CH:1]([C:4]1[N:5]([CH2:18][C:19]2[O:20][CH:21]=[CH:22][N:23]=2)[C:6]2[C:11]([C:12]=1[CH:13]=[O:14])=[CH:10][CH:9]=[C:8]([O:15][CH3:16])[CH:7]=2)([CH3:3])[CH3:2]. Procedure details: 2-Isopropyl-6-methoxy-1H-indole-3-carbaldehyde (Compound 137, 0.54 g, 2.49 mmol) and 2-(chloromethyl)oxazole (0.58 g, 4.4 mmol) were reacted as described in General Procedure J to give the title compound as an oil.